From a dataset of the Open Reaction Database (ORD), a public repository of structured organic reaction records. describe an organic reaction: reactants, conditions, products, and yield The reactants are Brc1ccc(I)cc1, CCOC(C)=O, CC(C)(C)[O-], Cc1ccccc1, [Na+], O=C(C=Cc1ccccc1)C=Cc1ccccc1, O=C(C=Cc1ccccc1)C=Cc1ccccc1, O=C(C=Cc1ccccc1)C=Cc1ccccc1, C1CC2(CCN1)OCCO2, [Pd], [Pd], CC1(C)c2cccc(P(c3ccccc3)c3ccccc3)c2Oc2c(P(c3ccccc3)c3ccccc3)cccc21. The product is Brc1ccc(N2CCC3(CC2)OCCO3)cc1. RXN SMILES: [Br:1][c:2]1[cH:3][cH:4][c:5]([I:8])[cH:6][cH:7]1.[CH3:130][CH2:131][O:132][C:133](=[O:134])[CH3:135].[CH3:61][C:62]([CH3:63])([O-:64])[CH3:65].[CH3:67][c:68]1[cH:69][cH:70][cH:71][cH:72][cH:73]1.[Na+:66].[O:112]=[C:113]([CH:114]=[CH:115][c:116]1[cH:117][cH:118][cH:119][cH:120][cH:121]1)[CH:122]=[CH:123][c:124]1[cH:125][cH:126][cH:127][cH:128][cH:129]1.[O:76]=[C:77]([CH:78]=[CH:79][c:80]1[cH:81][cH:82][cH:83][cH:84][cH:85]1)[CH:86]=[CH:87][c:88]1[cH:89][cH:90][cH:91][cH:92][cH:93]1.[O:94]=[C:95]([CH:96]=[CH:97][c:98]1[cH:99][cH:100][cH:101][cH:102][cH:103]1)[CH:104]=[CH:105][c:106]1[cH:107][cH:108][cH:109][cH:110][cH:111]1.[O:9]1[CH2:10][CH2:11][O:12][C:13]12[CH2:14][CH2:15][NH:16][CH2:17][CH2:18]2.[Pd:74].[Pd:75].[c:19]1([P:20]([c:21]2[cH:22][cH:23][cH:24][cH:25][cH:26]2)[c:27]2[c:28]3[c:52]([cH:53][cH:54][cH:55]2)[C:49]([CH3:50])([CH3:51])[c:31]2[c:30]([c:35]([P:36]([c:37]4[cH:38][cH:39][cH:40][cH:41][cH:42]4)[c:43]4[cH:44][cH:45][cH:46][cH:47][cH:48]4)[cH:34][cH:33][cH:32]2)[O:29]3)[cH:56][cH:57][cH:58][cH:59][cH:60]1>>[Br:1][c:2]1[cH:3][cH:4][c:5]([N:16]2[CH2:15][CH2:14][C:13]3([O:9][CH2:10][CH2:11][O:12]3)[CH2:18][CH2:17]2)[cH:6][cH:7]1. Reactants: FC=1C=C(C(=O)NC2=CC=C(C3=CC=CC=C23)OC2=NC(=NC=C2)S(=O)(=O)C)C=C(C1)N1CCCCC1 (3-fluoro-N-[4-(2-methanesulfonyl-pyrimidin-4-yloxy)-naphthalen-1-yl]-5-piperidin-1-yl-benzamide), N1CC(CCC1)O (piperidin-3-ol). Yields the product FC=1C=C(C(=O)NC2=CC=C(C3=CC=CC=C23)OC2=NC(=NC=C2)N2CC(CCC2)O)C=C(C1)N1CCCCC1 (3-Fluoro-N-(4-{[2-(3-hydroxypiperidin-1-yl)pyrimidin-4-yl]oxy}-1-naphthyl)-5-piperidin-1-ylbenzamide). As a reaction SMILES: [F:1][C:2]1[CH:3]=[C:4]([CH:29]=[C:30]([N:32]2[CH2:37][CH2:36][CH2:35][CH2:34][CH2:33]2)[CH:31]=1)[C:5]([NH:7][C:8]1[C:17]2[C:12](=[CH:13][CH:14]=[CH:15][CH:16]=2)[C:11]([O:18][C:19]2[CH:24]=[CH:23][N:22]=[C:21](S(C)(=O)=O)[N:20]=2)=[CH:10][CH:9]=1)=[O:6].[NH:38]1[CH2:43][CH2:42][CH2:41][CH:40]([OH:44])[CH2:39]1>>[F:1][C:2]1[CH:3]=[C:4]([CH:29]=[C:30]([N:32]2[CH2:37][CH2:36][CH2:35][CH2:34][CH2:33]2)[CH:31]=1)[C:5]([NH:7][C:8]1[C:17]2[C:12](=[CH:13][CH:14]=[CH:15][CH:16]=2)[C:11]([O:18][C:19]2[CH:24]=[CH:23][N:22]=[C:21]([N:38]3[CH2:43][CH2:42][CH2:41][CH:40]([OH:44])[CH2:39]3)[N:20]=2)=[CH:10][CH:9]=1)=[O:6]. Reported procedure: Compound is prepared from 3-fluoro-N-[4-(2-methanesulfonyl-pyrimidin-4-yloxy)-naphthalen-1-yl]-5-piperidin-1-yl-benzamide and piperidin-3-ol according to conditions described in general procedure C. Mp: 93-95° C.; 1H NMR (400 MHz, DMSO-d6) δ 1.24-1.26 (m, 2 H), 1.58-1.60 (m, 7 H), 1.75-1.85 (m, 1 H), 2.68-2.80 (m, 2 H), 3.27-3.36 (m, 6 H), 4.80 (d, J=4.0 Hz, 1 H), 6.14 (d, J=5.5 Hz, 1 H), 6.95 (d, J=12.8 Hz, 1 H), 7.14 (d, J=9.1 Hz, 1 H), 7.40 (d, J=8.0 Hz, 1 H), 7.46 (s, 1 H), 7.55-7.61 (m, 3 H... Reactants: CCOC(C)=O, Nc1cc(C(c2cc(F)ccc2F)S(=O)(=O)c2ccc(Cl)cc2)c(Cl)cn1, O=S(=O)(Cl)N1CCCCC1, c1ccncc1. Yields the product O=S(=O)(c1ccc(Cl)cc1)C(c1cc(F)ccc1F)c1cc(NS(=O)(=O)N2CCCCC2)ncc1Cl. RXN SMILES: [CH3:44][CH2:45][O:46][C:47](=[O:48])[CH3:49].[Cl:7][c:8]1[c:9]([CH:15]([c:16]2[c:17]([F:23])[cH:18][cH:19][c:20]([F:22])[cH:21]2)[S:24](=[O:25])(=[O:26])[c:27]2[cH:28][cH:29][c:30]([Cl:33])[cH:31][cH:32]2)[cH:10][c:11]([NH2:14])[n:12][cH:13]1.[N:34]1([S:40](=[O:41])(=[O:42])[Cl:43])[CH2:35][CH2:36][CH2:37][CH2:38][CH2:39]1.[cH:1]1[cH:2][cH:3][n:4][cH:5][cH:6]1>>[Cl:7][c:8]1[c:9]([CH:15]([c:16]2[c:17]([F:23])[cH:18][cH:19][c:20]([F:22])[cH:21]2)[S:24](=[O:25])(=[O:26])[c:27]2[cH:28][cH:29][c:30]([Cl:33])[cH:31][cH:32]2)[cH:10][c:11]([NH:14][S:40]([N:34]2[CH2:35][CH2:36][CH2:37][CH2:38][CH2:39]2)(=[O:41])=[O:42])[n:12][cH:13]1. Starting materials: O=C([O-])[O-], CCOC(=O)c1cnc(Cl)c2c(CBr)csc12, CN(C)C=O, Cc1ccc(-c2cn(C)nn2)cc1O, [Cs+], [Cs+], C1CCOC1. As a reaction SMILES: [C:1](=[O:2])([O-:3])[O-:4].[CH2:21]([CH3:22])[O:23][C:24](=[O:25])[c:26]1[c:27]2[c:28]([c:29]([Cl:32])[n:30][cH:31]1)[c:33]([CH2:36][Br:37])[cH:34][s:35]2.[CH3:38][N:39]([CH3:40])[CH:41]=[O:42].[CH3:7][c:8]1[c:9]([OH:20])[cH:10][c:11](-[c:14]2[n:15][n:16][n:17]([CH3:19])[cH:18]2)[cH:12][cH:13]1.[Cs+:5].[Cs+:6].[O:43]1[CH2:44][CH2:45][CH2:46][CH2:47]1>>[CH3:7][c:8]1[c:9]([O:20][CH2:36][c:33]2[c:28]3[c:27]([c:26]([C:24]([O:23][CH2:21][CH3:22])=[O:25])[cH:31][n:30][c:29]3[Cl:32])[s:35][cH:34]2)[cH:10][c:11](-[c:14]2[n:15][n:16][n:17]([CH3:19])[cH:18]2)[cH:12][cH:13]1. The product is CCOC(=O)c1cnc(Cl)c2c(COc3cc(-c4cn(C)nn4)ccc3C)csc12. Starting materials: C(Br)(Br)(Br)Br (Carbon tetrabromide), C1(=CC=CC=C1)P(C1=CC=CC=C1)C1=CC=CC=C1 (triphenylphosphine), C(C)(C)(C)OC(=O)[C@@]1(CN(C(C1F)=O)[C@H](C)C1=CC=CC=C1)CCO ((3S)-4-fluoro-3-(2-hydroxyethyl)-5-oxo-1-[(1R)-1-phenylethyl]pyrrolidine-3-carboxylic acid tert-butyl ester). Solvent: ClCCl (dichloromethane). Conditions: time 1 hour. Product: C(C)(C)(C)OC(=O)[C@@]1(CN(C(C1F)=O)[C@H](C)C1=CC=CC=C1)CCBr ((3S)-3-(2-Bromoethyl)-4-fluoro-5-oxo-1-[(1R)-1-phenylethyl]pyrrolidine-3-carboxylic acid tert-butyl ester). The yield is 110.5%. RXN SMILES: [C:1]([Br:5])(Br)(Br)Br.C1(P(C2C=CC=CC=2)C2C=CC=CC=2)C=CC=CC=1.[C:25]([O:29][C:30]([C@@:32]1([CH2:47]CO)[CH:36]([F:37])[C:35](=[O:38])[N:34]([C@@H:39]([C:41]2[CH:46]=[CH:45][CH:44]=[CH:43][CH:42]=2)[CH3:40])[CH2:33]1)=[O:31])([CH3:28])([CH3:27])[CH3:26]>ClCCl>[C:25]([O:29][C:30]([C@@:32]1([CH2:47][CH2:1][Br:5])[CH:36]([F:37])[C:35](=[O:38])[N:34]([C@@H:39]([C:41]2[CH:42]=[CH:43][CH:44]=[CH:45][CH:46]=2)[CH3:40])[CH2:33]1)=[O:31])([CH3:26])([CH3:27])[CH3:28]. Procedure details: Carbon tetrabromide (1.88 g, 5.68 mmol) and triphenylphosphine (1.49 g, 5.68 mmol) were sequentially added to a solution of (3S)-4-fluoro-3-(2-hydroxyethyl)-5-oxo-1-[(1R)-1-phenylethyl]pyrrolidine-3-carboxylic acid tert-butyl ester (1.66 g, 4.74 mmol) in dichloromethane (20 mL) in a nitrogen atmosphere at 0° C. After heating to room temperature, the reaction solution was stirred for one hour and concentrated to about 5 mL. The residue was purified by silica gel column chromatography (dichloromet...